This data is from the Open Reaction Database (ORD), a public repository of structured organic reaction records. The task is: describe an organic reaction: reactants, conditions, products, and yield Reactants: N (ammonia), CN1C(CN=C(C2=C1C=CC(=C2)[N+](=O)[O-])C2=CC=CC=C2)=O (1,3-dihydro-1-methyl-7-nitro-5-phenyl-2H-1,4-benzodiazepin-2-one), O.O.O.C(C)(=O)[O-].[Na+] (sodium acetate trihydrate), O1CCCC1 (tetrahydrofuran), stannous chloride dihydrate. The solvent is CO (methanol), C(Cl)Cl (methylene chloride). Product: ONC=1C=CC2=C(C(=NCC(N2C)=O)C2=CC=CC=C2)C1 (1,3-dihydro-7-hydroxyamino-1-methyl-5-phenyl-2H-1,4-benzodiazepin-2-one). Reaction SMILES: [CH3:1][N:2]1[C:8]2[CH:9]=[CH:10][C:11]([N+:13]([O-])=[O:14])=[CH:12][C:7]=2[C:6]([C:16]2[CH:21]=[CH:20][CH:19]=[CH:18][CH:17]=2)=[N:5][CH2:4][C:3]1=[O:22].O1CCCC1.O.O.O.C([O-])(=O)C.[Na+].N>C(Cl)Cl.CO>[OH:14][NH:13][C:11]1[CH:10]=[CH:9][C:8]2[N:2]([CH3:1])[C:3](=[O:22])[CH2:4][N:5]=[C:6]([C:16]3[CH:21]=[CH:20][CH:19]=[CH:18][CH:17]=3)[C:7]=2[CH:12]=1 |f:2.3.4.5.6|. Procedure details: A mixture of 15 g. (0.05 mol) of 1,3-dihydro-1-methyl-7-nitro-5-phenyl-2H-1,4-benzodiazepin-2-one, 250 ml. of tetrahydrofuran, 250 ml. of methanol, 56 g. of stannous chloride dihydrate and 68 g. of sodium acetate trihydrate was stirred under nitrogen for 3 hours. 1 l. of methylene chloride and 15 ml. of concentrated ammonia was added. The inorganic material was separated by filtration over celite. The filtrate was washed with 1N sodium hydroxide solution, was dried over sodium sulfate and evapor... Starting materials: CCOC(=O)C(OCC)[P+](c1ccccc1)(c1ccccc1)c1ccccc1, C1CCC2=NCCCN2CC1, O=Cc1ccc(OCc2ccccc2)c2ccoc12, C1CCOC1, [Cl-]. Product: CCOC(=O)C(=Cc1ccc(OCc2ccccc2)c2ccoc12)OCC. RXN SMILES: [CH2:2]([CH3:3])[O:4][CH:5]([C:6](=[O:7])[O:8][CH2:9][CH3:10])[P+:11]([c:12]1[cH:13][cH:14][cH:15][cH:16][cH:17]1)([c:18]1[cH:19][cH:20][cH:21][cH:22][cH:23]1)[c:24]1[cH:25][cH:26][cH:27][cH:28][cH:29]1.[CH2:30]1[CH2:31][CH2:32][C:33]2=[N:38][CH2:37][CH2:36][CH2:35][N:34]2[CH2:39][CH2:40]1.[CH2:41]([c:42]1[cH:43][cH:44][cH:45][cH:46][cH:47]1)[O:48][c:49]1[cH:50][cH:51][c:52]([CH:58]=[O:59])[c:53]2[c:54]1[cH:55][cH:56][o:57]2.[CH2:60]1[O:61][CH2:62][CH2:63][CH2:64]1.[Cl-:1]>>[CH2:2]([CH3:3])[O:4][C:5]([C:6](=[O:7])[O:8][CH2:9][CH3:10])=[CH:58][c:52]1[cH:51][cH:50][c:49]([O:48][CH2:41][c:42]2[cH:43][cH:44][cH:45][cH:46][cH:47]2)[c:54]2[c:53]1[o:57][cH:56][cH:55]2. Starting materials: CC(C)(C)[Si](OCCN)(c1ccccc1)c1ccccc1, CC(C)(C)[Si](OCCNS(=O)(=O)Cc1cccc([N+](=O)[O-])c1)(c1ccccc1)c1ccccc1, CO, ClCCl, O=[N+]([O-])c1cccc(CS(=O)(=O)Cl)c1, c1ccncc1. Yields the product CC(C)(C)[Si](OCCNS(=O)(=O)Cc1cccc(N)c1)(c1ccccc1)c1ccccc1. RXN SMILES: [C:1]([Si:2]([c:3]1[cH:4][cH:5][cH:6][cH:7][cH:8]1)([c:9]1[cH:10][cH:11][cH:12][cH:13][cH:14]1)[O:15][CH2:16][CH2:17][NH2:18])([CH3:19])([CH3:20])[CH3:21].[C:42]([CH3:43])([CH3:44])([CH3:45])[Si:46]([O:47][CH2:48][CH2:49][NH:50][S:51](=[O:52])(=[O:53])[CH2:54][c:55]1[cH:56][c:57]([N+:61]([O-:62])=[O:63])[cH:58][cH:59][cH:60]1)([c:64]1[cH:65][cH:66][cH:67][cH:68][cH:69]1)[c:70]1[cH:71][cH:72][cH:73][cH:74][cH:75]1.[CH3:79][OH:80].[Cl:76][CH2:77][Cl:78].[N+:28]([c:29]1[cH:30][c:31]([CH2:32][S:33]([Cl:34])(=[O:35])=[O:36])[cH:37][cH:38][cH:39]1)([O-:40])=[O:41].[cH:22]1[cH:23][cH:24][n:25][cH:26][cH:27]1>>[C:42]([CH3:43])([CH3:44])([CH3:45])[Si:46]([O:47][CH2:48][CH2:49][NH:50][S:51](=[O:52])(=[O:53])[CH2:54][c:55]1[cH:56][c:57]([NH2:61])[cH:58][cH:59][cH:60]1)([c:64]1[cH:65][cH:66][cH:67][cH:68][cH:69]1)[c:70]1[cH:71][cH:72][cH:73][cH:74][cH:75]1. The reactants are O=C(n1ccnc1)n1ccnc1, CCOC(=O)CC(=O)[O-], CCOC(C)=O, Cl, O=C(O)c1ccc(F)cc1F, [Mg+], C1CCOC1, O. Product: CCOC(=O)CC(=O)c1ccc(F)cc1F. As a reaction SMILES: [C:12]([n:13]1[cH:14][cH:15][n:16][cH:17]1)([n:18]1[cH:19][cH:20][n:21][cH:22]1)=[O:23].[C:25]([CH2:26][C:27]([O-:28])=[O:29])(=[O:30])[O:31][CH2:32][CH3:33].[CH3:41][CH2:42][O:43][C:44](=[O:45])[CH3:46].[ClH:34].[F:1][c:2]1[c:3]([C:4](=[O:5])[OH:6])[cH:7][cH:8][c:9]([F:11])[cH:10]1.[Mg+:24].[O:35]1[CH2:36][CH2:37][CH2:38][CH2:39]1.[OH2:40]>>[F:1][c:2]1[c:3]([C:4](=[O:6])[CH2:26][C:25](=[O:30])[O:31][CH2:32][CH3:33])[cH:7][cH:8][c:9]([F:11])[cH:10]1. Product: ClC1=C(C=CC=C1)N1C(=C(C=2C(N(CCC21)[C@@H]2[C@H](CCCC2)O)=O)C)C2=CC=C(C=C2)OC (1-(2-chlorophenyl)-5-[(1S,2S)-2-hydroxycyclohexyl]-2-(4-methoxyphenyl)-3-methyl-1,5,6,7-tetrahydro-4H-pyrrolo[3,2-c]pyridin-4-one). Procedure: The starting material for this example, namely 5-[(1S,2S)-2-(benzyloxy)cyclohexyl]-1-(2-chlorophenyl)-2-(4-methoxyphenyl)-3-methyl-1,5,6,7-tetrahydro-4H-pyrrolo[3,2-c]pyridin-4-one, was prepared by following the methods described in Scheme 2 and Examples 12–19, using (1S,2S)-2-(benzyloxy)cyclohexylamine as R4NH2 (Scheme 2). Then, a sample of 5-[(1S,2S)-2-(benzyloxy)cyclohexyl]-1-(2-chlorophenyl)-2-(4-methoxyphenyl)-3-methyl-1,5,6,7-tetrahydro-4H-pyrrolo[3,2-c]pyridin-4-one (200 mg, 0.36 mmol) wa... The reactants are C(C1=CC=CC=C1)O[C@@H]1[C@H](CCCC1)N1C(C2=C(CC1)N(C(=C2C)C2=CC=C(C=C2)OC)C2=C(C=CC=C2)Cl)=O (5-[(1S,2S)-2-(benzyloxy)cyclohexyl]-1-(2-chlorophenyl)-2-(4-methoxyphenyl)-3-methyl-1,5,6,7-tetrahydro-4H-pyrrolo[3,2-c]pyridin-4-one), C(C1=CC=CC=C1)O[C@@H]1[C@H](CCCC1)N1C(C2=C(CC1)N(C(=C2C)C2=CC=C(C=C2)OC)C2=C(C=CC=C2)Cl)=O (5-[(1S,2S)-2-(benzyloxy)cyclohexyl]-1-(2-chlorophenyl)-2-(4-methoxyphenyl)-3-methyl-1,5,6,7-tetrahydro-4H-pyrrolo[3,2-c]pyridin-4-one), C[Si](C)(C)I (Trimethylsilyl iodide), C(C1=CC=CC=C1)O[C@@H]1[C@H](CCCC1)N ((1S,2S)-2-(benzyloxy)cyclohexylamine), ClC1=C(C=CC=C1)N1C(=CC=2CNCCC21)C2=CC=C(C=C2)OC (1-(2-chlorophenyl)-2-(4-methoxyphenyl)-4,5,6,7-tetrahydro-1H-pyrrolo [3.2-c]pyridine). Reaction SMILES: C([O:8][C@H:9]1[CH2:14][CH2:13][CH2:12][CH2:11][C@@H:10]1[N:15]1[CH2:20][CH2:19][C:18]2[N:21]([C:33]3[CH:38]=[CH:37][CH:36]=[CH:35][C:34]=3[Cl:39])[C:22]([C:25]3[CH:30]=[CH:29][C:28]([O:31][CH3:32])=[CH:27][CH:26]=3)=[C:23]([CH3:24])[C:17]=2[C:16]1=[O:40])C1C=CC=CC=1.C(O[C@H]1CCCC[C@@H]1N)C1C=CC=CC=1.ClC1C=CC=CC=1N1C2CCNCC=2C=C1C1C=CC(OC)=CC=1.C[Si](I)(C)C>C(Cl)Cl>[Cl:39][C:34]1[CH:35]=[CH:36][CH:37]=[CH:38][C:33]=1[N:21]1[C:18]2[CH2:19][CH2:20][N:15]([C@H:10]3[CH2:11][CH2:12][CH2:13][CH2:14][C@@H:9]3[OH:8])[C:16](=[O:40])[C:17]=2[C:23]([CH3:24])=[C:22]1[C:25]1[CH:26]=[CH:27][C:28]([O:31][CH3:32])=[CH:29][CH:30]=1. Isolated yield 24.0%. Solvent: C(Cl)Cl (methylene chloride). Conditions: time 18 hour. Starting materials: COC(NC1=CC(=C(C=C1)OC(C)C)CNC(=O)OC(C)(C)C)=O ([3-(tert-Butoxycarbonylamino-methyl)-4-isopropoxy-phenyl]-carbamic Acid Methyl Ester), FC(C(=O)O)(F)F (trifluoroacetic acid). Run in C(Cl)Cl (CH2Cl2). Reaction conditions: time 10 minute. Product: FC(C(=O)O)(F)F.NCC=1C=C(C=CC1OC(C)C)NC(OC)=O (Methyl 3-(aminomethyl)-4-isopropoxyphenylcarbamate Trifluoroacetic Acid Salt). As a reaction SMILES: [CH3:1][O:2][C:3](=[O:24])[NH:4][C:5]1[CH:10]=[CH:9][C:8]([O:11][CH:12]([CH3:14])[CH3:13])=[C:7]([CH2:15][NH:16]C(OC(C)(C)C)=O)[CH:6]=1.[F:25][C:26]([F:31])([F:30])[C:27]([OH:29])=[O:28]>C(Cl)Cl>[F:25][C:26]([F:31])([F:30])[C:27]([OH:29])=[O:28].[NH2:16][CH2:15][C:7]1[CH:6]=[C:5]([NH:4][C:3](=[O:24])[O:2][CH3:1])[CH:10]=[CH:9][C:8]=1[O:11][CH:12]([CH3:14])[CH3:13] |f:3.4|. Procedure details: 8G (17 mg, 0.05 mmol) was dissolved in CH2Cl2 (1 mL) and trifluoroacetic acid (0.2 mL) was added. After stirring at rt for 10 min, the reaction was concentrated to provide 8H (10 mg, 57%). LC-MS: 239.21 (M+H)+. The product is C(C)(C)(C)OC[C@@H]1COCC2=C(CN1)C=CC=C2 ((S)-4-(tert-Butoxymethyl)-3,4,5,6-tetrahydro-1H-benzo[f][1,4]oxazocine). Isolated yield 79.6%. Reactants: C(C)(C)(C)OC[C@@H]1COCC2=C(C(N1)=O)C=CC=C2 ((S)-4-(tert-Butoxymethyl)-4,5-dihydro-1H-benzo[f][1,4]oxazocin-6(3H)-one), [H-].[H-].[H-].[H-].[Li+].[Al+3] (LiAlH4). RXN SMILES: [C:1]([O:5][CH2:6][C@H:7]1[NH:14][C:13](=O)[C:12]2[CH:16]=[CH:17][CH:18]=[CH:19][C:11]=2[CH2:10][O:9][CH2:8]1)([CH3:4])([CH3:3])[CH3:2].[H-].[H-].[H-].[H-].[Li+].[Al+3]>C1COCC1>[C:1]([O:5][CH2:6][C@H:7]1[NH:14][CH2:13][C:12]2[CH:16]=[CH:17][CH:18]=[CH:19][C:11]=2[CH2:10][O:9][CH2:8]1)([CH3:4])([CH3:2])[CH3:3] |f:1.2.3.4.5.6|. Procedure: To a solution of compound 14e (171 mg, 0.65 mmol) in THF (6 mL) at 0° C. was added LiAlH4 (247 mg, 6.5 mmol). The reaction mixture was heated under reflux for 16 h, cooled to rt, quenched with H2O and filtered. The mixture was extracted with CHCl3 (10 mL), washed with brine, dried over Na2SO4, filtered and concentrated under reduced pressure. The residue was washed with hexanes to give compound 14f (129 mg), which was used in the next step without further purification. The solvent is C1CCOC1 (THF). The reactants are Ic1cccnc1, CC(C)C(=O)Nc1cccc(C2CCN(Cc3cccc4[nH]ccc34)CC2)c1. Product: CC(C)C(=O)Nc1cccc(C2CCN(Cc3cccc4c3ccn4-c3cccnc3)CC2)c1. Reaction SMILES: [I:1][c:2]1[cH:3][n:4][cH:5][cH:6][cH:7]1.[nH:8]1[cH:9][cH:10][c:11]2[c:12]([CH2:17][N:18]3[CH2:19][CH2:20][CH:21]([c:24]4[cH:25][c:26]([NH:30][C:31]([CH:32]([CH3:33])[CH3:34])=[O:35])[cH:27][cH:28][cH:29]4)[CH2:22][CH2:23]3)[cH:13][cH:14][cH:15][c:16]12>>[c:2]1(-[n:8]2[cH:9][cH:10][c:11]3[c:12]([CH2:17][N:18]4[CH2:19][CH2:20][CH:21]([c:24]5[cH:25][c:26]([NH:30][C:31]([CH:32]([CH3:33])[CH3:34])=[O:35])[cH:27][cH:28][cH:29]5)[CH2:22][CH2:23]4)[cH:13][cH:14][cH:15][c:16]23)[cH:3][n:4][cH:5][cH:6][cH:7]1. Starting materials: ClC1=NC=CC=C1 (2-chloropyridine), 2-pyridylboronic acid glycol ester, [Cl-].[Li+] (lithium chloride), [OH-].[K+] (potassium hydroxide), trans-di-μ-acetato-bis[2-[bis(1,1-dimethylethyl)phosphino]-2-methylpropyl-C,P]dipalladium. The reagents and catalysts are [Cl-].C(CCC)[N+](CCCC)(CCCC)CCCC (tetrabutylammonium chloride). Solvent: O1CCCC1 (tetrahydrofuran). Yields the product N1=C(C=CC=C1)C1=NC=CC=C1 (2,2′-bipyridyl). Yield: 91.0%. As a reaction SMILES: Cl[C:2]1[CH:7]=[CH:6][CH:5]=[CH:4][N:3]=1.[Cl-].[Li+].[OH-].[K+]>[Cl-].C([N+](CCCC)(CCCC)CCCC)CCC.O1CCCC1>[N:3]1[CH:4]=[CH:5][CH:6]=[CH:7][C:2]=1[C:2]1[CH:7]=[CH:6][CH:5]=[CH:4][N:3]=1 |f:1.2,3.4,5.6|. Procedure details: 50 mmol of 2-chloropyridine are refluxed together with 50 mmol of 2-pyridylboronic acid glycol ester, 25 mmol of lithium chloride, 50 mmol of potassium hydroxide, 1 mmol of tetrabutylammonium chloride and 0.05 mmol of trans-di-μ-acetato-bis[2-[bis(1,1-dimethylethyl)phosphino]-2-methylpropyl-C,P]dipalladium (0.2 mol %) in (0.2 mol %) in 150 ml of tetrahydrofuran for 5 hours. Customary aqueous work-up and crystallization of the crude product from ethanol gives 2,2′-bipyridyl as colorless crystals ...